This data is from the Open Reaction Database (ORD), a public repository of structured organic reaction records. The task is: describe an organic reaction: reactants, conditions, products, and yield Reactants: Cl (hydrochloric acid), C([O-])([O-])=O.[K+].[K+] (Potassium carbonate), C(C)N=C=O (ethyl isocyanate), ClC1=C(C(=CC(=C1)C(F)(F)F)[N+](=O)[O-])OC1=NNC(=C1)C (3-(2-chloro-6-nitro-4-trifluoromethylphenyloxy)-5-methylpyrazole). The solvent is C(C)(=O)OCC (ethyl acetate). Conditions: time 8 hour. The product is C(C)NC(=O)N1N=C(C=C1C)OC1=C(C=C(C=C1[N+](=O)[O-])C(F)(F)F)Cl (N-ethyl-3-(2-chloro-6-nitro-4-trifluoromethylphenyloxy)-5-methylpyrazole-1-carboxamide). The yield is 16.6%. Reaction SMILES: C(=O)([O-])[O-].[K+].[K+].[CH2:7]([N:9]=[C:10]=[O:11])[CH3:8].[Cl:12][C:13]1[CH:18]=[C:17]([C:19]([F:22])([F:21])[F:20])[CH:16]=[C:15]([N+:23]([O-:25])=[O:24])[C:14]=1[O:26][C:27]1[CH:31]=[C:30]([CH3:32])[NH:29][N:28]=1.Cl>C(OCC)(=O)C>[CH2:7]([NH:9][C:10]([N:29]1[C:30]([CH3:32])=[CH:31][C:27]([O:26][C:14]2[C:15]([N+:23]([O-:25])=[O:24])=[CH:16][C:17]([C:19]([F:20])([F:21])[F:22])=[CH:18][C:13]=2[Cl:12])=[N:28]1)=[O:11])[CH3:8] |f:0.1.2|. Procedure details: Potassium carbonate (0.30 g, 2.2 mmol) and ethyl isocyanate (0.14 g, 2.0 mmol) were added to a solution of 3-(2-chloro-6-nitro-4-trifluoromethylphenyloxy)-5-methylpyrazole (0.64 g, 2.0 mmol) in ethyl acetate (10 ml), and the mixture was stirred at room temperature overnight. After completion of the reaction, the reaction mixture was poured into 2N hydrochloric acid and extracted with ethyl acetate (10 ml×3). An organic layer was washed with water, dried over anhydrous magnesium sulfate and filte... Reaction SMILES: [CH3:22][O:23][c:24]1[cH:25][cH:26][cH:27][cH:28][cH:29]1.[F:30][C:31]([F:32])([F:33])[C:34]([OH:35])=[O:36].[OH:1][CH2:2][CH2:3][CH2:4][c:5]1[cH:6][c:7](=[O:21])[nH:8][n:9]([CH2:12][c:13]2[cH:14][cH:15][c:16]([O:17][CH3:18])[cH:19][cH:20]2)[c:10]1=[O:11]>>[OH:1][CH2:2][CH2:3][CH2:4][c:5]1[cH:6][c:7](=[O:21])[nH:8][nH:9][c:10]1=[O:11]. The reactants are COc1ccccc1, O=C(O)C(F)(F)F, COc1ccc(Cn2[nH]c(=O)cc(CCCO)c2=O)cc1. Product: O=c1cc(CCCO)c(=O)[nH][nH]1. Starting materials: C(C)(C)(C)OC(=O)CN1C(N(CC1)CC(=O)OC(C)(C)C)=O (tert-butyl 2-(3-{[(tert-butyl)oxycarbonyl]methyl}-2-oxoimidazolidinyl)acetate), [OH-].[K+] (potassium hydroxide). Run in C(C)O (ethanol), O (water). Reaction conditions: temperature 70 celsius, time 5 hour. The product is C(C)(C)(C)OC(=O)CN1C(N(CC1)CC(=O)O)=O (2-(3-{[(tert-butyl)oxycarbonyl]methyl}-2-oxoimidazolidinyl)acetic acid). Isolated yield 32.0%. RXN SMILES: C([O:5][C:6]([CH2:8][N:9]1[CH2:13][CH2:12][N:11]([CH2:14][C:15]([O:17][C:18]([CH3:21])([CH3:20])[CH3:19])=[O:16])[C:10]1=[O:22])=[O:7])(C)(C)C.[OH-].[K+]>C(O)C.O>[C:18]([O:17][C:15]([CH2:14][N:11]1[CH2:12][CH2:13][N:9]([CH2:8][C:6]([OH:7])=[O:5])[C:10]1=[O:22])=[O:16])([CH3:21])([CH3:19])[CH3:20] |f:1.2|. Procedure details: To a solution of tert-butyl 2-(3-{[(tert-butyl)oxycarbonyl]methyl}-2-oxoimidazolidinyl)acetate (1.14 g) in ethanol (10 ml) and water (10 ml) was added potassium hydroxide (0.22 g) and then the reaction mixture stirred at 70° C. for 5 hours. After the ethanol was removed under reduced pressure, to the residue was added saturated aqueous sodium hydrogen carbonate solution. The aqueous phase was washed with ethyl acetate, acidified with 10% hydrochloric acid and extracted with ethyl acetate. The or... Reactants: ClC1=CC=C2C=CC(=NC2=C1)C=CC=1C=C(C=CC1)[C@@H](CCC1=C(C=CC=C1)C(C)(C)OC1OCCCC1)SCC(CC(=O)OC)(C)C (Methyl 4-((1(R)-(3-(2-(7-chloro-2-quinolinyl)ethenyl)phenyl)-3-(2-(2-(2-tetrahydropyranyloxy)-2-propyl)phenyl)propyl)thio)-3,3-dimethylbutanoate), C1(=CC=C(C=C1)S(=O)(=O)[O-])C.[NH+]1=CC=CC=C1 (pyridinium p-toluenesulfonate), solution, [OH-].[Na+] (NaOH), O (water). The solvent is CCCCCC (hexane), CO.C1CCOC1 (MeOH THF), C1CCOC1 (THF). Run at temperature 60 celsius, time 2 day. The product is ClC1=CC=C2C=CC(=NC2=C1)C=CC=1C=C(C=CC1)[C@@H](CCC1=C(C=CC=C1)C(C)(C)O)SCC(CC(=O)O)(C)C (4-((1(R)-(3-(2-(7-chloro-2-quinolinyl)-ethenyl)phenyl)-3-(2-(2-hydroxy-2propyl)-phenyl)propyl)thio)-3,3-dimethylbutanoic acid). The yield is 86.1%. As a reaction SMILES: [Cl:1][C:2]1[CH:11]=[C:10]2[C:5]([CH:6]=[CH:7][C:8]([CH:12]=[CH:13][C:14]3[CH:15]=[C:16]([C@H:20]([S:39][CH2:40][C:41]([CH3:48])([CH3:47])[CH2:42][C:43]([O:45]C)=[O:44])[CH2:21][CH2:22][C:23]4[CH:28]=[CH:27][CH:26]=[CH:25][C:24]=4[C:29]([O:32]C4CCCCO4)([CH3:31])[CH3:30])[CH:17]=[CH:18][CH:19]=3)=[N:9]2)=[CH:4][CH:3]=1.C1(C)C=CC(S([O-])(=O)=O)=CC=1.[NH+]1C=CC=CC=1.[OH-].[Na+].O>CO.C1COCC1.CCCCCC.C1COCC1>[Cl:1][C:2]1[CH:11]=[C:10]2[C:5]([CH:6]=[CH:7][C:8]([CH:12]=[CH:13][C:14]3[CH:15]=[C:16]([C@H:20]([S:39][CH2:40][C:41]([CH3:48])([CH3:47])[CH2:42][C:43]([OH:45])=[O:44])[CH2:21][CH2:22][C:23]4[CH:28]=[CH:27][CH:26]=[CH:25][C:24]=4[C:29]([OH:32])([CH3:30])[CH3:31])[CH:17]=[CH:18][CH:19]=3)=[N:9]2)=[CH:4][CH:3]=1 |f:1.2,3.4,6.7|. Reported procedure: A solution of the product of Step 10 (10.1 g, 0.015 mol) and pyridinium p-toluenesulfonate (1.12 g, 0.045 mol) in a mixture of MeOH:THF 3:1 (80 mL) was warmed to 60° C. overnight. Most of the MeOH was evaporated and an aqueous solution of NH4Cl was added. The product was extracted with EtOAc, washed with brine and dried over Na2SO4. The residual oil was purified by flash chromatography on silica using 1:5 to 1:3 EtOAc:hexane. The product was then dissolved in a mixture of MeOH:THF, 3:1 (70 mL) a... Reactants: C(C)(C)(C)OC(NCC1CCN(CC1)S(=O)(=O)C1=CC=C(C=C1)C#N)=O ({1-[(4-Cyanophenyl)sulfonyl]-4-piperidinyl}methylcarbamic acid t-butyl ester), C([O-])([O-])=O.[K+].[K+] (potassium carbonate), Cl.[OH-].[NH4+] (ammonium hydroxide hydrochloride). The solvent is C(C)O (ethanol). Yields the product C(C)(C)(C)OC(NCC1CCN(CC1)S(=O)(=O)C1=CC=C(C=C1)C(=NO)N)=O ([1-({4-[Amino(hydroxyimino)methyl]phenyl}sulfonyl)-4-piperidinyl]methyl-carbamic Acid t-Butyl Ester). Reaction SMILES: [C:1]([O:5][C:6](=[O:26])[NH:7][CH2:8][CH:9]1[CH2:14][CH2:13][N:12]([S:15]([C:18]2[CH:23]=[CH:22][C:21]([C:24]#[N:25])=[CH:20][CH:19]=2)(=[O:17])=[O:16])[CH2:11][CH2:10]1)([CH3:4])([CH3:3])[CH3:2].C(=O)([O-])[O-].[K+].[K+].Cl.[OH-:34].[NH4+:35]>C(O)C>[C:1]([O:5][C:6](=[O:26])[NH:7][CH2:8][CH:9]1[CH2:10][CH2:11][N:12]([S:15]([C:18]2[CH:23]=[CH:22][C:21]([C:24]([NH2:35])=[N:25][OH:34])=[CH:20][CH:19]=2)(=[O:17])=[O:16])[CH2:13][CH2:14]1)([CH3:4])([CH3:2])[CH3:3] |f:1.2.3,4.5.6|. Reported procedure: {1-[(4-Cyanophenyl)sulfonyl]-4-piperidinyl}methylcarbamic acid t-butyl ester (1 g, 2.6 mmol), potassium carbonate (1.8 g, 13 mmol), and ammonium hydroxide hydrochloride (0.916 g, 13 mmol) were heated in ethanol (5 ml) at reflux for 2.5 days. The reaction was cooled in an ice-water bath, and filtered. The solid was washed with cold ethanol, and evaporated to a white solid (0.870 g). Reactants: ClC1=NC(=NC2=C(C=CC=C12)[N+](=O)[O-])C (4-chloro-2-methyl-8-nitroquinazoline). The solvent is C(C)(C)N (isopropylamine), O (water). The product is C(C)(C)NC1=NC(=NC2=C(C=CC=C12)[N+](=O)[O-])C (N-isopropyl-2-methyl-8-nitroquinazolin-4-amine). Isolated yield 108.3%. As a reaction SMILES: Cl[C:2]1[C:11]2[C:6](=[C:7]([N+:12]([O-:14])=[O:13])[CH:8]=[CH:9][CH:10]=2)[N:5]=[C:4]([CH3:15])[N:3]=1>C(N)(C)C.O>[CH:6]([NH:5][C:2]1[C:11]2[C:6](=[C:7]([N+:12]([O-:14])=[O:13])[CH:8]=[CH:9][CH:10]=2)[N:5]=[C:4]([CH3:15])[N:3]=1)([CH3:11])[CH3:7]. Procedure: A solution of 4-chloro-2-methyl-8-nitroquinazoline (Intermediate-27, step-2, 100 mg, 0.45 mmol) in isopropylamine (1 mL) was heated at reflux for 30 mins. Then the reaction mixture was diluted with water and was extracted with ethyl acetate. The organic layer was washed with brine, separated, dried, filtered and concentrated. The residue was purified by column chromatography to afford 60 mg of the title product. 1H NMR (300 MHz, DMSO-d6): δ 8.54-8.51 (d, J=8.4 Hz, 1H), 8.23-8.21 (d, J=7.5 Hz, 1H... Reactants: COc1ccc2c(c1OC)C(=O)N1CC(O)CC1C(=O)N2COCC[Si](C)(C)C, CS(C)=O, ClCCl, O=C(Cl)C(=O)Cl, O. Yields the product COc1ccc2c(c1OC)C(=O)N1CC(=O)CC1C(=O)N2COCC[Si](C)(C)C. RXN SMILES: [CH3:11][O:12][c:13]1[c:14]([O:38][CH3:39])[cH:15][cH:16][c:17]2[c:18]1[C:19](=[O:37])[N:20]1[CH:21]([C:22](=[O:32])[N:23]2[CH2:24][O:25][CH2:26][CH2:27][Si:28]([CH3:29])([CH3:30])[CH3:31])[CH2:33][CH:34]([OH:36])[CH2:35]1.[CH3:1][S:2]([CH3:3])=[O:4].[Cl:40][CH2:41][Cl:42].[Cl:5][C:6]([C:7]([Cl:8])=[O:9])=[O:10].[OH2:43]>>[CH3:11][O:12][c:13]1[c:14]([O:38][CH3:39])[cH:15][cH:16][c:17]2[c:18]1[C:19](=[O:37])[N:20]1[CH:21]([C:22](=[O:32])[N:23]2[CH2:24][O:25][CH2:26][CH2:27][Si:28]([CH3:29])([CH3:30])[CH3:31])[CH2:33][C:34](=[O:36])[CH2:35]1. Starting materials: [Br-], Fc1cc(Br)cc(F)c1F, CC(C)(C)OC(=O)N1C(=O)COCC1COCc1ccccc1, Cc1ccccc1, CCOCC, [Cl-], Fc1cc([Mg+])cc(F)c1F, I, [Mg], [NH4+], C1CCOC1, O. Yields the product CC(C)(C)OC(=O)NC(COCC(=O)c1cc(F)c(F)c(F)c1)COCc1ccccc1. RXN SMILES: [Br-:13].[Br:1][c:2]1[cH:3][c:4]([F:10])[c:5]([F:9])[c:6]([F:8])[cH:7]1.[C:24]([CH3:25])([CH3:26])([CH3:27])[O:28][C:29](=[O:30])[N:31]1[CH:32]([CH2:38][O:39][CH2:40][c:41]2[cH:42][cH:43][cH:44][cH:45][cH:46]2)[CH2:33][O:34][CH2:35][C:36]1=[O:37].[CH3:49][c:50]1[cH:51][cH:52][cH:53][cH:54][cH:55]1.[CH3:62][CH2:63][O:64][CH2:65][CH3:66].[Cl-:47].[F:14][c:15]1[cH:16][c:17]([Mg+:18])[cH:19][c:20]([F:21])[c:22]1[F:23].[I:12].[Mg:11].[NH4+:48].[O:57]1[CH2:58][CH2:59][CH2:60][CH2:61]1.[OH2:56]>>[c:2]1([C:36]([CH2:35][O:34][CH2:33][CH:32]([NH:31][C:29]([O:28][C:24]([CH3:25])([CH3:26])[CH3:27])=[O:30])[CH2:38][O:39][CH2:40][c:41]2[cH:42][cH:43][cH:44][cH:45][cH:46]2)=[O:37])[cH:3][c:4]([F:10])[c:5]([F:9])[c:6]([F:8])[cH:7]1. The reactants are OC1C(C2=C3C(=C1C1=CC4=CC=CC=C4C=C21)C=CC=C3)O (13,14-dihydroxy-5,12-ethanobenz[b]anthracene), C(C)(=O)[O-].C(C)(=O)[O-].C(C)(=O)[O-].C(C)(=O)[O-].[Pb+4] (lead tetraacetate). The solvent is C(C)(=O)O (acetic acid). Product: C1=CC=CC=2C1=C(C1=CC3=CC=CC=C3C=C1C2C=O)C=O (5,12-Benz[b]anthracene dicarboxaldehyde). As a reaction SMILES: [OH:1][CH:2]1[C:7]2[C:8]3[C:17]([C:4](=[C:5]4[CH:21]=[CH:20][CH:19]=[CH:18][C:6]4=2)[CH:3]1[OH:22])=[CH:16][C:15]1[C:10](=[CH:11][CH:12]=[CH:13][CH:14]=1)[CH:9]=3.C([O-])(=O)C.C([O-])(=O)C.C([O-])(=O)C.C([O-])(=O)C.[Pb+4]>C(O)(=O)C>[CH:18]1[C:6]2=[C:7]([CH:2]=[O:1])[C:8]3[C:17]([C:4]([CH:3]=[O:22])=[C:5]2[CH:21]=[CH:20][CH:19]=1)=[CH:16][C:15]1[C:10](=[CH:11][CH:12]=[CH:13][CH:14]=1)[CH:9]=3 |f:1.2.3.4.5|. Reported procedure: A solution of 5 g. of 13,14-dihydroxy-5,12-ethanobenz[b]anthracene in 110 ml. of glacial acetic acid is treated all at once with 15.4 g. of lead tetraacetate and stirred at 30°-40° C. for 3 hours. The formed purple solid is filtered, washed once with acetic acid, finally with water, dried and recrystallized from methylene chloride-methanol to give purple needles, m.p. 215°-217° C.